From a dataset of the Open Reaction Database (ORD), a public repository of structured organic reaction records. describe an organic reaction: reactants, conditions, products, and yield The reactants are FC=1C=C(C=CC1F)C1CCC2(OCCO2)CC1 (8-(3,4-difluorophenyl)-1,4-dioxaspiro[4.5]decane), C1(=CC=CC=C1)C (toluene). The solvent is C(=O)O (formic acid). Run at time 18 hour. Yields the product FC=1C=C(C=CC1F)C1CCC(CC1)=O (4-(3,4-difluorophenyl)cyclohexanone). The yield is 96.0%. RXN SMILES: [F:1][C:2]1[CH:3]=[C:4]([CH:9]2[CH2:18][CH2:17][C:12]3(OCC[O:13]3)[CH2:11][CH2:10]2)[CH:5]=[CH:6][C:7]=1[F:8].C1(C)C=CC=CC=1>C(O)=O>[F:1][C:2]1[CH:3]=[C:4]([CH:9]2[CH2:10][CH2:11][C:12](=[O:13])[CH2:17][CH2:18]2)[CH:5]=[CH:6][C:7]=1[F:8]. Procedure: A mixture of 6.30 g of 8-(3,4-difluorophenyl)-1,4-dioxaspiro[4.5]decane, 60 ml of toluene and 40 ml of formic acid was stirred for 18 hours. The formic acid phase was separated and extracted twice with 30 ml of toluene each time. The combined toluene phase was washed neutral with water, dried over sodium sulphate and concentrated. There were obtained 5.00 g of 4-(3,4-difluorophenyl)cyclohexanone as a colourless oil. Run in C(C)O (ethanol). RXN SMILES: [CH3:1][N:2]([CH2:4][C:5]1[O:9][C:8]([CH2:10][S:11][CH2:12][CH2:13][NH2:14])=[CH:7][CH:6]=1)[CH3:3].CS[C:17](=[NH:22])[NH:18][N+:19]([O-:21])=[O:20]>C(O)C>[CH3:3][N:2]([CH2:4][C:5]1[O:9][C:8]([CH2:10][S:11][CH2:12][CH2:13][NH:14][C:17]([NH:18][N+:19]([O-:21])=[O:20])=[NH:22])=[CH:7][CH:6]=1)[CH3:1]. The product is CN(C)CC1=CC=C(O1)CSCCNC(=N)N[N+](=O)[O-] (N-[2-[[[5-(dimethylamino)methyl-2-furanyl]methyl]thio]ethyl]-N'-nitroguanidine). Procedure details: A solution of 2-[[[5-(dimethylamino)methyl-2-furanyl]methyl]thio]ethanamine (2.14 g) and S-methyl-N-nitroisothiourea (1.5 g) in ethanol (10 ml) was heated to 40° for 5 mins. The resulting precipitate was filtered and recrystallised from ethyl acetate and petroleum ether b.p. 80°-100° to give N-[2-[[[5-(dimethylamino)methyl-2-furanyl]methyl]thio]ethyl]-N'-nitroguanidine m.p. 103°-104°. Starting materials: CN(C)CC1=CC=C(O1)CSCCN (2-[[[5-(dimethylamino)methyl-2-furanyl]methyl]thio]ethanamine), CSC(N[N+](=O)[O-])=N (S-methyl-N-nitroisothiourea). Starting materials: BrC=1C=C(C=CC1)C1=CC=C(C=C1)C1=CC=CC=C1 (3-bromo-p-terphenyl), P(=O)([O-])([O-])[O-].[K+].[K+].[K+] (potassium orthophosphate), C1=CC=CC2=C1N=C1C2=CC=C2C3=CC=CC=C3N=C12 (Indolo[2,3-a]carbazole). The reagents and catalysts are [Pd].[Pd].C(C1=CC=CC=C1)=CC(=O)C=CC1=CC=CC=C1.C(C1=CC=CC=C1)=CC(=O)C=CC1=CC=CC=C1.C(C1=CC=CC=C1)=CC(=O)C=CC1=CC=CC=C1 (tris(dibenzylideneacetone) dipalladium), C(C)(C)(C)P(C(C)(C)C)C(C)(C)C (tri-t-butylphosphine). The solvent is C1(=CC=CC=C1)C (toluene). Product: C1(=CC(=CC=C1)N1C2=CC=CC=C2C2=CC=C3C(=C12)NC=1C=CC=CC13)C1=CC=C(C=C1)C1=CC=CC=C1 (N-(1,1′:4′,1″-terphenyl-3-yl)indolo[2,3-a]carbazole). Isolated yield 67.5%. Reaction SMILES: [CH:1]1[C:6]2[N:7]=[C:8]3[C:20]4[C:12]([C:13]5[C:18]([N:19]=4)=[CH:17][CH:16]=[CH:15][CH:14]=5)=[CH:11][CH:10]=[C:9]3[C:5]=2[CH:4]=[CH:3][CH:2]=1.Br[C:22]1[CH:23]=[C:24]([C:28]2[CH:33]=[CH:32][C:31]([C:34]3[CH:39]=[CH:38][CH:37]=[CH:36][CH:35]=3)=[CH:30][CH:29]=2)[CH:25]=[CH:26][CH:27]=1.P([O-])([O-])([O-])=O.[K+].[K+].[K+]>C1(C)C=CC=CC=1.[Pd].[Pd].C(=CC(C=CC1C=CC=CC=1)=O)C1C=CC=CC=1.C(=CC(C=CC1C=CC=CC=1)=O)C1C=CC=CC=1.C(=CC(C=CC1C=CC=CC=1)=O)C1C=CC=CC=1.C(P(C(C)(C)C)C(C)(C)C)(C)(C)C>[C:24]1([C:28]2[CH:33]=[CH:32][C:31]([C:34]3[CH:35]=[CH:36][CH:37]=[CH:38][CH:39]=3)=[CH:30][CH:29]=2)[CH:23]=[CH:22][CH:27]=[C:26]([N:7]2[C:8]3[C:9](=[CH:10][CH:11]=[C:12]4[C:13]5[CH:14]=[CH:15][CH:16]=[CH:17][C:18]=5[NH:19][C:20]4=3)[C:5]3[C:6]2=[CH:1][CH:2]=[CH:3][CH:4]=3)[CH:25]=1 |f:2.3.4.5,7.8.9.10.11|. Procedure details: Indolo[2,3-a]carbazole (9.8 g) was dissolved in 150 ml of dry toluene under nitrogen. 12.9 g of 3-bromo-p-terphenyl, 0.65 g of tris(dibenzylideneacetone) dipalladium, 0.46 g of tri-t-butylphosphine and 40.3 g of potassium orthophosphate were added and heated to reflux for 16 h. After the completion of reaction, the reaction was quenched with water. The reaction mixture was then extracted using ethyl acetate; and the organic layer was dried over anhydrous sodium sulfate and evaporated to dryness ... Reactants: C(C1=CC=CC=C1)OC(CCCC1=CC(=C(C=C1)[N+](=O)[O-])C(N(C)C)=O)=O (4-(3-dimethylcarbamoyl-4-nitrophenyl)butanoic acid benzyl ester), O (water), [Cl-].[NH4+] (ammonium chloride). Reagents/catalysts: [Fe] (iron). Solvent: C1CCOC1 (THF), C(C)O (ethanol). Conditions: temperature 100 celsius. Yields the product C(C1=CC=CC=C1)OC(CCCC1=CC(=C(C=C1)N)C(N(C)C)=O)=O (4-(4-Amino-3-dimethylcarbamoylphenyl)butanoic acid benzyl ester). Isolated yield 89.2%. Reaction SMILES: [CH2:1]([O:8][C:9](=[O:27])[CH2:10][CH2:11][CH2:12][C:13]1[CH:18]=[CH:17][C:16]([N+:19]([O-])=O)=[C:15]([C:22](=[O:26])[N:23]([CH3:25])[CH3:24])[CH:14]=1)[C:2]1[CH:7]=[CH:6][CH:5]=[CH:4][CH:3]=1.O.[Cl-].[NH4+]>C1COCC1.C(O)C.[Fe]>[CH2:1]([O:8][C:9](=[O:27])[CH2:10][CH2:11][CH2:12][C:13]1[CH:18]=[CH:17][C:16]([NH2:19])=[C:15]([C:22](=[O:26])[N:23]([CH3:24])[CH3:25])[CH:14]=1)[C:2]1[CH:7]=[CH:6][CH:5]=[CH:4][CH:3]=1 |f:2.3|. Procedure: To a mixed solution of 4-(3-dimethylcarbamoyl-4-nitrophenyl)butanoic acid benzyl ester (1.39 g) in THF (5 mL), ethanol (15 mL), and water (5 mL) was added ammonium chloride (1.0 g). After heating to 100° C., iron (838 mg) was added thereto in twice. The mixture was further heated for 1.5 hours under reflux, allowed to stand for cooling down to room temperature, and filtered through a Celite pad. The filtrate was concentrated in vacuo. The residue was diluted with ethyl acetate, washed successive... The reactants are O1CCCC1 (tetrahydrofuran), S(C#N)CCCCCCOC1=C(C=C(C(=C1)SCC(F)(F)F)Cl)Cl (6-thiocyanatohexyl-[2,4-dichloro-5-(2,2,2-trifluoroethylthio)phenyl]ether), FC(F)(F)[Si](C)(C)C (trifluoromethyltrimethylsilane), O1CCCC1 (tetrahydrofuran), [F-].C(CCC)[N+](CCCC)(CCCC)CCCC (tetra-n-butylammonium fluoride). Run in C(C)OC(C)=O.CCCCCC (n-hexane ethyl acetate). Reaction conditions: time 2 hour. Product: FC(SCCCCCCOC1=C(C=C(C(=C1)SCC(F)(F)F)Cl)Cl)(F)F (6-trifluoromethylthiohexyl-[2,4-dichloro-5-(2,2,2-trifluoroethylthio)phenyl]ether). Yield: 63.6%. Reaction SMILES: O1CCCC1.[S:6]([CH2:9][CH2:10][CH2:11][CH2:12][CH2:13][CH2:14][O:15][C:16]1[CH:21]=[C:20]([S:22][CH2:23][C:24]([F:27])([F:26])[F:25])[C:19]([Cl:28])=[CH:18][C:17]=1[Cl:29])C#N.[F:30][C:31]([Si](C)(C)C)([F:33])[F:32].[F-].C([N+](CCCC)(CCCC)CCCC)CCC>C(OC(=O)C)C.CCCCCC>[F:30][C:31]([F:33])([F:32])[S:6][CH2:9][CH2:10][CH2:11][CH2:12][CH2:13][CH2:14][O:15][C:16]1[CH:21]=[C:20]([S:22][CH2:23][C:24]([F:27])([F:25])[F:26])[C:19]([Cl:28])=[CH:18][C:17]=1[Cl:29] |f:3.4,5.6|. Procedure: To 30 ml of tetrahydrofuran were added 1.04 g (2.49 mmol) of 6-thiocyanatohexyl-[2,4-dichloro-5-(2,2,2-trifluoroethylthio)phenyl]ether and 1.06 g (7.45 mmol) of trifluoromethyltrimethylsilane. Thereto was added 0.25 ml (concentration: 1 mol/liter, 0.25 mmol) of tetrahydrofuran solution of tetra-n-butylammonium fluoride at 0° C., and reaction mixture was stirred for 2 hours at room temperature. Then, the solvent was distilled off under reduced pressure, and the residue was purified by silica gel ... Reactants: ClC1=CC=2C3C(C(NC2C=C1)=O)(CCC3)F (8-chloro-3a-fluoro-1,2,3,3a,5,9b-hexahydrocyclopenta[c]quinolin-4-one), COC=1C=CC(=CC1)P2(=S)SP(=S)(S2)C=3C=CC(=CC3)OC (Lawesson's reagent). Run in C1CCOC1 (THF). Yields the product ClC1=CC=2C3C(C(NC2C=C1)=S)(CCC3)F (8-Chloro-3a-fluoro-1,2,3,3a,5,9b-hexahydrocyclopenta[c]quinoline-4-thione). Reaction SMILES: [Cl:1][C:2]1[CH:11]=[CH:10][C:9]2[NH:8][C:7](=O)[C:6]3([F:16])[CH2:13][CH2:14][CH2:15][CH:5]3[C:4]=2[CH:3]=1.COC1C=CC(P2(SP(C3C=CC(OC)=CC=3)(=S)S2)=[S:26])=CC=1>C1COCC1>[Cl:1][C:2]1[CH:11]=[CH:10][C:9]2[NH:8][C:7](=[S:26])[C:6]3([F:16])[CH2:13][CH2:14][CH2:15][CH:5]3[C:4]=2[CH:3]=1. Reported procedure: A solution of 0.83 g (3.5 mmol) of 8-chloro-3a-fluoro-1,2,3,3a,5,9b-hexahydrocyclopenta[c]quinolin-4-one in 100 ml of THF is refluxed with 2.86 g (7.1 mmol) of Lawesson's reagent for 1.5 hours. Then, the reaction mixture is concentrated by evaporation, and the residue is purified by column chromatography on silica gel with hexane-ethyl acetate: 0.86 g of product.